Dataset: the Open Reaction Database (ORD), a public repository of structured organic reaction records. Task: describe an organic reaction: reactants, conditions, products, and yield Starting materials: FC1=CC(=C(C=C1)N)N (4-fluoro-1,2-diaminobenzene), CC=1C(=CSC1)N=C=S (4-methyl-3-thienyl isothiocyanate). Run in C1CCOC1 (THF). Run at time 2 hour. Yields the product NC1=C(C=C(C=C1)F)NC(=S)NC1=CSC=C1C (N-(2-Amino-5-fluorophenyl)-N′-(4-methyl-3-thienyl)thiourea). As a reaction SMILES: [F:1][C:2]1[CH:7]=[CH:6][C:5]([NH2:8])=[C:4]([NH2:9])[CH:3]=1.[CH3:10][C:11]1[C:12]([N:16]=[C:17]=[S:18])=[CH:13][S:14][CH:15]=1>C1COCC1>[NH2:8][C:5]1[CH:6]=[CH:7][C:2]([F:1])=[CH:3][C:4]=1[NH:9][C:17]([NH:16][C:12]1[C:11]([CH3:10])=[CH:15][S:14][CH:13]=1)=[S:18]. Procedure: 0.02 mol of 4-fluoro-1,2-diaminobenzene is added to a solution of 0.02 mol of 4-methyl-3-thienyl isothiocyanate in 60 ml of anhydrous THF. The reaction mixture is stirred at room temperature for 2 hours and then allowed to stand overnight, and the solvent is then distilled off under reduced pressure using a rotary evaporator and the oily residue is purified on a silica gel column using a mixture of identical proportions of toluene and ethyl acetate. Reaction SMILES: [F:1][C:2]1[CH:9]=[C:8](F)[C:7]([F:11])=[CH:6][C:3]=1[C:4]#[N:5].[NH3:12]>O1CCCC1>[C:4]([C:3]1[C:2]([F:1])=[CH:9][C:8]([NH2:12])=[C:7]([F:11])[CH:6]=1)#[N:5]. Conditions: temperature 100 celsius, time 8 hour. The yield is 95.4%. Reactants: N (ammonia), FC1=C(C#N)C=C(C(=C1)F)F (2,4,5-trifluorobenzonitrile), N (ammonia), liquid. Product: C(#N)C1=CC(=C(N)C=C1F)F (4-cyano-2,5-difluoroaniline). Procedure: 515 g of 2,4,5-trifluorobenzonitrile in 2000 ml of tetrahydrofuran are introduced into an autoclave and heated to 100° C. 250 ml of liquid ammonia are then pumped in at such a rate that the temperature remains in the range from 100 to 105° C. The mixture is then stirred at this temperature for 8 h and then cooled. The pressure reaches a maximum of 22 bar gauge. After the ammonia has been blown off, the solvent is removed using a rotary evaporator. The residue is stirred into 500 ml of water and ... The solvent is O1CCCC1 (tetrahydrofuran). Reactants: COC=1C=C(C=CC1[N+](=O)[O-])C (3-methoxy-4-nitrotoluene), BrN1C(CCC1=O)=O (N-bromosuccinimide). The reagents and catalysts are C(C1=CC=CC=C1)(=O)OOC(C1=CC=CC=C1)=O (dibenzoyl peroxide). Solvent: C(Cl)(Cl)(Cl)Cl (CCl4). Yields the product BrCC1=CC(=C(C=C1)[N+](=O)[O-])OC (1-Bromomethyl-3-methoxy-4-nitrobenzene). The yield is 38.6%. Reaction SMILES: [CH3:1][O:2][C:3]1[CH:4]=[C:5]([CH3:12])[CH:6]=[CH:7][C:8]=1[N+:9]([O-:11])=[O:10].[Br:13]N1C(=O)CCC1=O>C(Cl)(Cl)(Cl)Cl.C(OOC(=O)C1C=CC=CC=1)(=O)C1C=CC=CC=1>[Br:13][CH2:12][C:5]1[CH:6]=[CH:7][C:8]([N+:9]([O-:11])=[O:10])=[C:3]([O:2][CH3:1])[CH:4]=1. Procedure details: A mixture of 20 g of 3-methoxy-4-nitrotoluene, 21.6 g of N-bromosuccinimide and 0.3 g of dibenzoyl peroxide in 120 ml of CCl4 is heated at reflux for 5 hours. The solvent is evaporated off under vacuum, the residue is taken up in water, extracted with DCM, washed with water, dried over Na2SO4 and evaporated under vacuum. 11.35 g of the expected product are obtained after crystallization from EtOH, mp=98° C. The reactants are CC=1C(=NC(NC1)=O)N1N=CN=C1 (5-methyl-4-(1,2,4-triazol-1-yl)-pyrimidin-2(1H)-one). Run in N (ammonia). Run at time 3 hour. Product: CC=1C(=NC(NC1)=O)N (5-methyl-cytosine). Isolated yield 97.2%. As a reaction SMILES: [CH3:1][C:2]1[C:3]([N:9]2C=NC=N2)=[N:4][C:5](=[O:8])[NH:6][CH:7]=1>N>[CH3:1][C:2]1[C:3]([NH2:9])=[N:4][C:5](=[O:8])[NH:6][CH:7]=1. Procedure details: 1.06 g (6 mmol) of 5-methyl-4-(1,2,4-triazol-1-yl)-pyrimidin-2(1H)-one are dissolved in 30 ml of concentrated aqueous ammonia and stirred for 3 hours at reflux temperature. The cooled solution is evaporated to dryness, the residue is dissolved in hot water, the solution is cooled and three times the amount of acetone are added. The precipitate is filtered off by suction and is dried in vacuo. 0.73 g (97.3% of theory) of 5-methyl-cytosine is obtained as a colorless powder with melting point 271°-...